This data is from the Open Reaction Database (ORD), a public repository of structured organic reaction records. The task is: describe an organic reaction: reactants, conditions, products, and yield Starting materials: C(C)(C)NC(C)C (diisopropylamine), CN1C(CCCC1)=O (N-methyl-2-piperidone), C(CCC)[Li] (n-butyllithium), CCCCCC (hexane), C(C)(=O)OCC (ethyl acetate). Solvent: C1CCOC1 (THF). Run at temperature -80 celsius, time 15 minute. Product: C(C)(=O)C1C(N(CCC1)C)=O (3-Acetyl-1-methyl-piperidin-2-one). Reaction SMILES: C(NC(C)C)(C)C.C([Li])CCC.CCCCCC.[CH3:19][N:20]1[CH2:25][CH2:24][CH2:23][CH2:22][C:21]1=[O:26].[C:27](OCC)(=[O:29])[CH3:28]>C1COCC1>[C:27]([CH:22]1[CH2:23][CH2:24][CH2:25][N:20]([CH3:19])[C:21]1=[O:26])(=[O:29])[CH3:28]. Procedure: 20.6 g of diisopropylamine (0.2 mol) were placed in 200 ml of dry THF under nitrogen and cooled to −80° C. 80 ml n-butyllithium in hexane (2.5 M, 0.2 mol) were slowly added dropwise. After the addition it was allowed to stir for 15 min and then 22.6 g N-methyl-2-piperidone (0.2 mol) were added dropwise. The reaction mixture was stirred for 30 min and then 17.6 g of dry ethyl acetate (0.2 mol) was added. The reaction mixture with stirring overnight was allowed to warm to room temperature. The THF... The reactants are BrC=1C(=NC(=CC1)N1C(CCCC1(C)C)(C)C)N1C(CCCC1(C)C)(C)C (3-Bromo-2,6-bis(2,2,6,6-tetramethylpiperidin-1-yl)pyridine), C(CCC)[Sn](C1=NC=CC=C1)(CCCC)CCCC (2-(tributylstannyl)pyridine), [F-].[Cs+] (Cesium fluoride). The reagents and catalysts are C=1C=CC(=CC1)[P](C=2C=CC=CC2)(C=3C=CC=CC3)[Pd]([P](C=4C=CC=CC4)(C=5C=CC=CC5)C=6C=CC=CC6)([P](C=7C=CC=CC7)(C=8C=CC=CC8)C=9C=CC=CC9)[P](C=1C=CC=CC1)(C=1C=CC=CC1)C=1C=CC=CC1 (Pd(PPh3)4). Solvent: C1(=CC=CC=C1)C (Toluene). Product: CC1(N(C(CCC1)(C)C)C1=NC(=CC=C1C1=NC=CC=C1)N1C(CCCC1(C)C)(C)C)C (2′,6′-bis(2,2,6,6-tetramethylpiperidin-1-yl)-2,3′-bipyridine). RXN SMILES: Br[C:2]1[C:3]([N:18]2[C:23]([CH3:25])([CH3:24])[CH2:22][CH2:21][CH2:20][C:19]2([CH3:27])[CH3:26])=[N:4][C:5]([N:8]2[C:13]([CH3:15])([CH3:14])[CH2:12][CH2:11][CH2:10][C:9]2([CH3:17])[CH3:16])=[CH:6][CH:7]=1.C([Sn](CCCC)(CCCC)[C:33]1[CH:38]=[CH:37][CH:36]=[CH:35][N:34]=1)CCC.[F-].[Cs+]>C1(C)C=CC=CC=1.C1C=CC([P]([Pd]([P](C2C=CC=CC=2)(C2C=CC=CC=2)C2C=CC=CC=2)([P](C2C=CC=CC=2)(C2C=CC=CC=2)C2C=CC=CC=2)[P](C2C=CC=CC=2)(C2C=CC=CC=2)C2C=CC=CC=2)(C2C=CC=CC=2)C2C=CC=CC=2)=CC=1>[CH3:27][C:19]1([CH3:26])[CH2:20][CH2:21][CH2:22][C:23]([CH3:25])([CH3:24])[N:18]1[C:3]1[C:2]([C:33]2[CH:38]=[CH:37][CH:36]=[CH:35][N:34]=2)=[CH:7][CH:6]=[C:5]([N:8]2[C:9]([CH3:16])([CH3:17])[CH2:10][CH2:11][CH2:12][C:13]2([CH3:15])[CH3:14])[N:4]=1 |f:2.3,^1:59,61,80,99|. Procedure details: A mixture of 3-Bromo-2,6-bis(2,2,6,6-tetramethylpiperidin-1-yl)pyridine (0.4 g, 0.92 mmol), 2-(tributylstannyl)pyridine (0.4 g, 1.10 mmol), Pd(PPh3)4 (0.053 g, 0.046 mmol), and Cesium fluoride (0.28 g, 1.83 mmol) in Toluene (30 ml) was stirred under reflux for 2 days. After cooling down to room temperature the reaction was quenched with saturated CsF aqueous solution (100 mL). The product was extracted with ethylacetate. The product was purified by column chromatography on silica gel and obtaine... The reactants are Cn1c(=O)c2c(Br)cccc2n2cnc(-c3noc(C4CC4)n3)c12, N#C[Na], CN(C)C=O, O. Yields the product Cn1c(=O)c2c(C#N)cccc2n2cnc(-c3noc(C4CC4)n3)c12. As a reaction SMILES: [Br:1][c:2]1[c:3]2[c:4](=[O:24])[n:5]([CH3:23])[c:6]3[n:7]([c:8]2[cH:9][cH:10][cH:11]1)[cH:12][n:13][c:14]3-[c:15]1[n:16][o:17][c:18]([CH:20]2[CH2:21][CH2:22]2)[n:19]1.[Na:25][C:26]#[N:27].[O:28]=[CH:29][N:30]([CH3:31])[CH3:32].[OH2:33]>>[c:2]1([C:26]#[N:27])[c:3]2[c:4](=[O:24])[n:5]([CH3:23])[c:6]3[n:7]([c:8]2[cH:9][cH:10][cH:11]1)[cH:12][n:13][c:14]3-[c:15]1[n:16][o:17][c:18]([CH:20]2[CH2:21][CH2:22]2)[n:19]1. Starting materials: O, O=C(O)c1ccc(Cl)cc1, O=C1CC(c2ccccc2)c2ccccc2N1. The product is O=C1CC(c2ccccc2)c2cc(C(=O)c3ccc(Cl)cc3)ccc2N1. As a reaction SMILES: [OH2:28].[OH:1][C:2](=[O:3])[c:4]1[cH:5][cH:6][c:7]([Cl:8])[cH:9][cH:10]1.[c:11]1([CH:17]2[CH2:18][C:19](=[O:27])[NH:20][c:21]3[cH:22][cH:23][cH:24][cH:25][c:26]32)[cH:12][cH:13][cH:14][cH:15][cH:16]1>>[C:2](=[O:3])([c:4]1[cH:5][cH:6][c:7]([Cl:8])[cH:9][cH:10]1)[c:24]1[cH:23][cH:22][c:21]2[c:26]([cH:25]1)[CH:17]([c:11]1[cH:12][cH:13][cH:14][cH:15][cH:16]1)[CH2:18][C:19](=[O:27])[NH:20]2. Reactants: ClC1=CC(=C(C=C1)[C@H](C(F)(F)F)OC=1C=C(N=NC1)N1CCC2(C[C@H](N(C2)C(=O)O)C(=O)OCC)CC1)N1N=C(C=C1)C ((S)-8-(5-((R)-1-(4-chloro-2-(3-methyl-1H-pyrazol-1-yl)phenyl)-2,2,2-trifluoroethoxy)pyridazin-3-yl)-3-(ethoxycarbonyl)-2,8-diazaspiro[4.5]decane-2-carboxylic acid), [Li+].[OH-] (LiOH). The product is ClC1=CC(=C(C=C1)[C@H](C(F)(F)F)OC=1C=C(N=NC1)N1CCC2(C[C@H](NC2)C(=O)O)CC1)N1N=C(C=C1)C ((S)-8-(5-((R)-1-(4-chloro-2-(3-methyl-1H-pyrazol-1-yl)phenyl)-2,2,2-trifluoroethoxy)pyridazin-3-yl)-2,8-diazaspiro[4.5]decane-3-carboxylic acid). Reaction SMILES: [Cl:1][C:2]1[CH:7]=[CH:6][C:5]([C@@H:8]([O:13][C:14]2[CH:15]=[C:16]([N:20]3[CH2:37][CH2:36][C:23]4([CH2:27][N:26](C(O)=O)[C@H:25]([C:31]([O:33]CC)=[O:32])[CH2:24]4)[CH2:22][CH2:21]3)[N:17]=[N:18][CH:19]=2)[C:9]([F:12])([F:11])[F:10])=[C:4]([N:38]2[CH:42]=[CH:41][C:40]([CH3:43])=[N:39]2)[CH:3]=1.[Li+].[OH-]>>[Cl:1][C:2]1[CH:7]=[CH:6][C:5]([C@@H:8]([O:13][C:14]2[CH:15]=[C:16]([N:20]3[CH2:37][CH2:36][C:23]4([CH2:27][NH:26][C@H:25]([C:31]([OH:33])=[O:32])[CH2:24]4)[CH2:22][CH2:21]3)[N:17]=[N:18][CH:19]=2)[C:9]([F:10])([F:11])[F:12])=[C:4]([N:38]2[CH:42]=[CH:41][C:40]([CH3:43])=[N:39]2)[CH:3]=1 |f:1.2|. Reported procedure: Hydrolysis of (S)-8-(5-((R)-1-(4-chloro-2-(3-methyl-1H-pyrazol-1-yl)phenyl)-2,2,2-trifluoroethoxy)pyridazin-3-yl)-3-(ethoxycarbonyl)-2,8-diazaspiro[4.5]decane-2-carboxylic acid using the LiOH general method provided the title compound as an off-white solid.